From a dataset of the Open Reaction Database (ORD), a public repository of structured organic reaction records. describe an organic reaction: reactants, conditions, products, and yield The reactants are CCOC(C)=O, Cc1c(NCc2ccccc2)c2c(c3c1C(c1ccc(C(C)C)cc1)CO3)CCC2, CCCCCC. Product: Cc1c(N)c2c(c3c1C(c1ccc(C(C)C)cc1)CO3)CCC2. As a reaction SMILES: [C:31]([O:32][CH2:33][CH3:34])(=[O:35])[CH3:36].[CH2:1]([c:2]1[cH:3][cH:4][cH:5][cH:6][cH:7]1)[NH:8][c:9]1[c:10]([CH3:30])[c:11]2[c:12]([c:25]3[c:29]1[CH2:28][CH2:27][CH2:26]3)[O:13][CH2:14][CH:15]2[c:16]1[cH:17][cH:18][c:19]([CH:22]([CH3:23])[CH3:24])[cH:20][cH:21]1.[CH3:37][CH2:38][CH2:39][CH2:40][CH2:41][CH3:42]>>[NH2:8][c:9]1[c:10]([CH3:30])[c:11]2[c:12]([c:25]3[c:29]1[CH2:28][CH2:27][CH2:26]3)[O:13][CH2:14][CH:15]2[c:16]1[cH:17][cH:18][c:19]([CH:22]([CH3:23])[CH3:24])[cH:20][cH:21]1. Reactants: Fc1cc2c(ccn2-c2ccc(Cl)cc2)cc1Br, CC(=O)O, C1CCOC1, [Li]CCCC, CCCCCC, CCOCC, CC(C)OB(OC(C)C)OC(C)C, [Cl-], [Na+], [Na+], [Na+], O=S([O-])([O-])=S, O, OO. The product is Oc1cc2ccn(-c3ccc(Cl)cc3)c2cc1F. As a reaction SMILES: [Br:1][c:2]1[cH:3][c:4]2[cH:5][cH:6][n:7](-[c:12]3[cH:13][cH:14][c:15]([Cl:18])[cH:16][cH:17]3)[c:8]2[cH:9][c:10]1[F:11].[C:64]([OH:65])(=[O:66])[CH3:67].[CH2:39]1[O:40][CH2:41][CH2:42][CH2:43]1.[CH3:19][CH2:20][CH2:21][CH2:22][Li:23].[CH3:44][CH2:45][CH2:46][CH2:47][CH2:48][CH3:49].[CH3:50][CH2:51][O:52][CH2:53][CH3:54].[CH:24]([O:27][B:25]([O:26][CH:28]([CH3:29])[CH3:30])[O:31][CH:32]([CH3:33])[CH3:34])([CH3:35])[CH3:36].[Cl-:55].[Na+:56].[Na+:57].[Na+:58].[O-:59][S:60]([O-:61])(=[S:62])=[O:63].[OH2:68].[OH:37][OH:38]>>[c:2]1([OH:27])[cH:3][c:4]2[cH:5][cH:6][n:7](-[c:12]3[cH:13][cH:14][c:15]([Cl:18])[cH:16][cH:17]3)[c:8]2[cH:9][c:10]1[F:11]. Starting materials: CN, CCO, CSC(=NC#N)NCCOC(c1cccc(Cl)c1)C1CCCN(C(=O)OC(C)(C)C)C1. Yields the product CNC(=NC#N)NCCOC(c1cccc(Cl)c1)C1CCCN(C(=O)OC(C)(C)C)C1. Reaction SMILES: [CH3:32][NH2:33].[CH3:34][CH2:35][OH:36].[Cl:1][c:2]1[cH:3][c:4]([CH:8]([CH:9]2[CH2:10][N:11]([C:15](=[O:16])[O:17][C:18]([CH3:19])([CH3:20])[CH3:21])[CH2:12][CH2:13][CH2:14]2)[O:22][CH2:23][CH2:24][NH:25][C:26]([S:27][CH3:28])=[N:29][C:30]#[N:31])[cH:5][cH:6][cH:7]1>>[Cl:1][c:2]1[cH:3][c:4]([CH:8]([CH:9]2[CH2:10][N:11]([C:15](=[O:16])[O:17][C:18]([CH3:19])([CH3:20])[CH3:21])[CH2:12][CH2:13][CH2:14]2)[O:22][CH2:23][CH2:24][NH:25][C:26](=[N:29][C:30]#[N:31])[NH:33][CH3:32])[cH:5][cH:6][cH:7]1. Starting materials: ClC1=CC2=C(C=N1)NC=N2 (6-chloro-3H-imidazo[4,5-c]pyridine), O (water), [H-].[Na+] (sodium hydride), ClCC1=CC=C(C=C1)OC (1-(chloromethyl)-4-methoxybenzene). The solvent is C1CCOC1 (THF). Reaction conditions: time 30 minute. Product: ClC1=CC2=C(C=N1)N(C=N2)CC2=CC=C(C=C2)OC (6-chloro-3-(4-methoxybenzyl)-3H-imidazo[4,5-c]pyridine). The yield is 80.2%. Reaction SMILES: [Cl:1][C:2]1[N:7]=[CH:6][C:5]2[NH:8][CH:9]=[N:10][C:4]=2[CH:3]=1.[H-].[Na+].Cl[CH2:14][C:15]1[CH:20]=[CH:19][C:18]([O:21][CH3:22])=[CH:17][CH:16]=1.O>C1COCC1>[Cl:1][C:2]1[N:7]=[CH:6][C:5]2[N:8]([CH2:14][C:15]3[CH:20]=[CH:19][C:18]([O:21][CH3:22])=[CH:17][CH:16]=3)[CH:9]=[N:10][C:4]=2[CH:3]=1 |f:1.2|. Procedure: To a solution of 6-chloro-3H-imidazo[4,5-c]pyridine (3.50 g, 22.79 mmol) in THF (50 mL) at 0° C. was slowly added sodium hydride (60% dispersion in mineral oil, 1.82 g, 45.58 mmol) in several portions. After stirring at RT for 30 min, 1-(chloromethyl)-4-methoxybenzene (4.30 g, 27.48 mmol) was added and the mixture was stirred at RT for 2 h. The reaction mixture was poured into water (100 mL) and extracted with EtOAc (100 mL×2). The combined extracts were washed with water (100 mL) and brine (50 ... The reactants are Cl (hydrochloric acid), [BH4-].[Na+] (sodium borohydride), BrC1=CC=C(C=C1)NC(NC=1SC=C(N1)C(C(=O)OCC)=O)=O (ethyl 2-(3-p-bromophenylureido)thiazol-4-ylglyoxylate), CO (methanol). Solvent: O (water), O1CCCC1 (tetrahydrofuran). Product: BrC1=CC=C(C=C1)NC(NC=1SC=C(N1)C(CO)O)=O (1-[2-(3-p-bromophenyl- ureido)thiazol-4-yl]ethane-1,2-diol). As a reaction SMILES: [BH4-].[Na+].[Br:3][C:4]1[CH:9]=[CH:8][C:7]([NH:10][C:11](=[O:25])[NH:12][C:13]2[S:14][CH:15]=[C:16]([C:18](=[O:24])[C:19](OCC)=[O:20])[N:17]=2)=[CH:6][CH:5]=1.CO.Cl>O1CCCC1.O>[Br:3][C:4]1[CH:9]=[CH:8][C:7]([NH:10][C:11](=[O:25])[NH:12][C:13]2[S:14][CH:15]=[C:16]([CH:18]([OH:24])[CH2:19][OH:20])[N:17]=2)=[CH:6][CH:5]=1 |f:0.1|. Procedure: 2.4 g of sodium borohydride were added to a suspension of 5 g of ethyl 2-(3-p-bromophenylureido)thiazol-4-ylglyoxylate in 60 ml of tetrahydrofuran, then 20 ml of methanol were added dropwise over a period of 1 hour while heating the reaction mixture under reflux, and the reaction mixture was thereafter heated under reflux for a further 1 hour. The reaction mixture was poured into water and neutralized with 3N hydrochloric acid. The crystals which precipitated out were collected by filtration, wa... Starting materials: [Al+3], CC(C)(C)Cl, COC(=O)c1ccc[nH]1, [Cl-], [Cl-], [Cl-], S=C=S. Yields the product COC(=O)c1ccc(C(C)(C)C)[nH]1. Reaction SMILES: [Al+3:13].[C:14]([CH3:15])([CH3:16])([CH3:17])[Cl:18].[CH3:1][O:2][C:3](=[O:4])[c:5]1[nH:6][cH:7][cH:8][cH:9]1.[Cl-:10].[Cl-:11].[Cl-:12].[S:19]=[C:20]=[S:21]>>[CH3:1][O:2][C:3](=[O:4])[c:5]1[nH:6][c:7]([C:14]([CH3:15])([CH3:16])[CH3:17])[cH:8][cH:9]1. Reactants: C(C1=CC=CC=C1)OC1=CC=C(C=C1)C(CC(CCCC)=O)=O (1-(4-Benzyloxyphenyl)-heptane-1,3-dione), [H][H] (hydrogen). The reagents and catalysts are [Pd] (Pd/C). The solvent is C1(=CC=CC=C1)C (toluene). The product is OC1=CC=C(C=C1)C(CC(CCCC)=O)=O (1-(4-hydroxyphenyl)-heptane-1,3-dione). Reaction SMILES: C([O:8][C:9]1[CH:14]=[CH:13][C:12]([C:15](=[O:23])[CH2:16][C:17](=[O:22])[CH2:18][CH2:19][CH2:20][CH3:21])=[CH:11][CH:10]=1)C1C=CC=CC=1.[H][H]>C1(C)C=CC=CC=1.[Pd]>[OH:8][C:9]1[CH:10]=[CH:11][C:12]([C:15](=[O:23])[CH2:16][C:17](=[O:22])[CH2:18][CH2:19][CH2:20][CH3:21])=[CH:13][CH:14]=1. Reported procedure: 1-(4-Benzyloxyphenyl)-heptane-1,3-dione (4 g; see step (a) above) was dissolved in toluene (20 ml) and Pd/C (3%; 80 mg) was added. The mixture was stirred at room temperature until hydrogen uptake ceased. After filtration of the catalyst, the solvent was evaporated leaving 2.84 g, 100%, 1-(4-hydroxyphenyl)-heptane-1,3-dione. Reactants: CC1=CC=C(C=C1)C(C=O)C=O (2-(4-methylphenyl)-malondialdehyde), CNN (methylhydrazine). Run in C(C)O (ethanol). Run at time 18 hour. Yields the product CN1N=CC(=C1)C1=CC=C(C=C1)C (1-Methyl-4-(4-methylphenyl)-1H-pyrazole). The yield is 89.8%. RXN SMILES: [CH3:1][C:2]1[CH:7]=[CH:6][C:5]([CH:8]([CH:11]=O)[CH:9]=O)=[CH:4][CH:3]=1.[CH3:13][NH:14][NH2:15]>C(O)C>[CH3:13][N:14]1[CH:11]=[C:8]([C:5]2[CH:6]=[CH:7][C:2]([CH3:1])=[CH:3][CH:4]=2)[CH:9]=[N:15]1. Procedure details: A mixture of 2-(4-methylphenyl)-malondialdehyde (3.05 g), absolute ethanol (40 ml), and methylhydrazine (1.09 g) was stirred at room temperature for 18 hours and the volatiles removed at room temperature. Water was added and the mixture was extracted with dichloromethane. After drying over anhydrous sodium sulfate, the solution was filtered through a short column of hydrous sodium magnesium silicate and further eluted with several volumes of dichloromethane. The combined organic phase was concen...